This data is from the Open Reaction Database (ORD), a public repository of structured organic reaction records. The task is: describe an organic reaction: reactants, conditions, products, and yield Reactants: C1CCOC1, CN1CCOCC1, CC(C)COC(=O)Cl, Cl, C=C(F)CN, O=C(O)Cn1ccnc1[N+](=O)[O-]. Yields the product C=C(F)CNC(=O)Cn1ccnc1[N+](=O)[O-]. Reaction SMILES: [CH2:34]1[O:35][CH2:36][CH2:37][CH2:38]1.[CH3:1][N:2]1[CH2:3][CH2:4][O:5][CH2:6][CH2:7]1.[Cl:20][C:21]([O:22][CH2:23][CH:24]([CH3:25])[CH3:26])=[O:27].[ClH:28].[F:29][C:30]([CH2:31][NH2:32])=[CH2:33].[N+:8](=[O:9])([O-:10])[c:11]1[n:12]([CH2:16][C:17](=[O:18])[OH:19])[cH:13][cH:14][n:15]1>>[N+:8](=[O:9])([O-:10])[c:11]1[n:12]([CH2:16][C:17](=[O:19])[NH:32][CH2:31][C:30]([F:29])=[CH2:33])[cH:13][cH:14][n:15]1. Reactants: ClC=1N=CC2=C(N1)N(C(=C2)C(=O)N(C)C)C2COCCC2 (2-chloro-N,N-dimethyl-7-(tetrahydro-2H-pyran-3-yl)-7H-pyrrolo[2,3-d]pyrimidine-6-carboxamide), NC1=CC=C(C=N1)N1C(C2(CCCN2C(=O)OC(C)(C)C)CC1)=O (tert-butyl 7-(6-aminopyridin-3-yl)-6-oxo-1,7-diazaspiro[4.4]nonane-1-carboxylate). Yields the product CN(C(=O)C1=CC2=C(N=C(N=C2)NC2=CC=C(C=N2)N2C(C3(CCCN3C(=O)OC(C)(C)C)CC2)=O)N1C1COCCC1)C (tert-butyl 7-(6-(6-(dimethylcarbamoyl)-7-(tetrahydro-2H-pyran-3-yl)-7H-pyrrolo[2,3-d]pyrimidin-2-ylamino)pyridin-3-yl)-6-oxo-1,7-diazaspiro[4.4]nonane-1-carboxylate). The yield is 71.9%. RXN SMILES: Cl[C:2]1[N:3]=[CH:4][C:5]2[CH:10]=[C:9]([C:11]([N:13]([CH3:15])[CH3:14])=[O:12])[N:8]([CH:16]3[CH2:21][CH2:20][CH2:19][O:18][CH2:17]3)[C:6]=2[N:7]=1.[NH2:22][C:23]1[N:28]=[CH:27][C:26]([N:29]2[CH2:44][CH2:43][C:31]3([N:35]([C:36]([O:38][C:39]([CH3:42])([CH3:41])[CH3:40])=[O:37])[CH2:34][CH2:33][CH2:32]3)[C:30]2=[O:45])=[CH:25][CH:24]=1>>[CH3:14][N:13]([CH3:15])[C:11]([C:9]1[N:8]([CH:16]2[CH2:21][CH2:20][CH2:19][O:18][CH2:17]2)[C:6]2[N:7]=[C:2]([NH:22][C:23]3[N:28]=[CH:27][C:26]([N:29]4[CH2:44][CH2:43][C:31]5([N:35]([C:36]([O:38][C:39]([CH3:41])([CH3:42])[CH3:40])=[O:37])[CH2:34][CH2:33][CH2:32]5)[C:30]4=[O:45])=[CH:25][CH:24]=3)[N:3]=[CH:4][C:5]=2[CH:10]=1)=[O:12]. Procedure: Following general N—C coupling procedure 1, 2-chloro-N,N-dimethyl-7-(tetrahydro-2H-pyran-3-yl)-7H-pyrrolo[2,3-d]pyrimidine-6-carboxamide (76 mg, 0.246 mmole) was combined with tert-butyl 7-(6-aminopyridin-3-yl)-6-oxo-1,7-diazaspiro[4.4]nonane-1-carboxylate (82 mg, 0.246 mmole) which gave tert-butyl 7-(6-(6-(dimethylcarbamoyl)-7-(tetrahydro-2H-pyran-3-yl)-7H-pyrrolo[2,3-d]pyrimidin-2-ylamino)pyridin-3-yl)-6-oxo-1,7-diazaspiro[4.4]nonane-1-carboxylate (107 mg) in 72% yield. 1H NMR (400 MHz, CD2Cl2... The reactants are CCOC(C)=O, Cl, CC(C)(C)OC(=O)NC1CNc2ccccc2C1, C1COCCO1. The product is Cl, NC1CNc2ccccc2C1. Reaction SMILES: [CH3:20][CH2:21][O:22][C:23](=[O:24])[CH3:25].[ClH:19].[NH:1]1[CH2:2][CH:3]([NH:11][C:12](=[O:13])[O:14][C:15]([CH3:16])([CH3:17])[CH3:18])[CH2:4][c:5]2[cH:6][cH:7][cH:8][cH:9][c:10]21.[O:26]1[CH2:27][CH2:28][O:29][CH2:30][CH2:31]1>>[ClH:19].[NH:1]1[CH2:2][CH:3]([NH2:11])[CH2:4][c:5]2[cH:6][cH:7][cH:8][cH:9][c:10]21. Starting materials: C1(=CC=CC=C1)CCCCCCCOCC1OC1 (7-phenylheptyloxymethyloxirane), [N-]=[N+]=[N-].[Na+] (sodium azide), C(=O)OC (methyl formate), CO (methanol). Solvent: O (water). The product is C1(=CC=CC=C1)CCCCCCCOCC(CN=[N+]=[N-])O (3-(7-phenylheptyloxy)-2-hydroxypropylazide). The yield is 98.4%. Reaction SMILES: [C:1]1([CH2:7][CH2:8][CH2:9][CH2:10][CH2:11][CH2:12][CH2:13][O:14][CH2:15][CH:16]2[CH2:18][O:17]2)[CH:6]=[CH:5][CH:4]=[CH:3][CH:2]=1.[N-:19]=[N+:20]=[N-:21].[Na+].C(OC)=O.CO>O>[C:1]1([CH2:7][CH2:8][CH2:9][CH2:10][CH2:11][CH2:12][CH2:13][O:14][CH2:15][CH:16]([OH:17])[CH2:18][N:19]=[N+:20]=[N-:21])[CH:6]=[CH:5][CH:4]=[CH:3][CH:2]=1 |f:1.2|. Procedure details: A procedure similar to that described in Preparation 12 was repeated, except that 1.1 g of 7-phenylheptyloxymethyloxirane (prepared as described in Preparation 67), 1.4 g of sodium azide, 15 ml of methyl formate and 60 ml of an 8:1 by volume mixture of methanol and water were used, to give 1.27 g of the title compound having an Rf value of 0.45 (on silica gel thin layer chromatography, using a 1:3 by volume mixture of ethyl acetate and hexane as the developing solvent). Reactants: Cc1cc(Br)ccc1CCO, CCOC(=O)CC(NC(=O)OCc1ccccc1)c1cccc(NC(=O)OCCc2ccc(Br)cc2C)c1, CC(NC(=O)OCc1ccccc1)c1cccc(N)c1. Product: Cc1cc(Br)ccc1CCOC(=O)Nc1cccc(C(C)NC(=O)OCc2ccccc2)c1. Reaction SMILES: [Br:59][c:60]1[cH:61][cH:62][c:63]([CH2:64][CH2:65][OH:66])[c:67]([CH3:68])[cH:69]1.[CH2:1]([c:2]1[cH:3][cH:4][cH:5][cH:6][cH:7]1)[O:8][C:9](=[O:10])[NH:11][CH:12]([CH2:13][C:14]([O:15][CH2:16][CH3:17])=[O:18])[c:19]1[cH:20][c:21]([NH:25][C:26](=[O:27])[O:28][CH2:29][CH2:30][c:31]2[c:32]([CH3:38])[cH:33][c:34]([Br:37])[cH:35][cH:36]2)[cH:22][cH:23][cH:24]1.[NH2:39][c:40]1[cH:41][c:42]([CH:43]([NH:44][C:45](=[O:46])[O:47][CH2:48][c:49]2[cH:50][cH:51][cH:52][cH:53][cH:54]2)[CH3:55])[cH:56][cH:57][cH:58]1>>[CH2:1]([c:2]1[cH:3][cH:4][cH:5][cH:6][cH:7]1)[O:8][C:9](=[O:10])[NH:11][CH:12]([CH3:13])[c:19]1[cH:20][c:21]([NH:25][C:26](=[O:27])[O:28][CH2:29][CH2:30][c:31]2[c:32]([CH3:38])[cH:33][c:34]([Br:37])[cH:35][cH:36]2)[cH:22][cH:23][cH:24]1.